Dataset: the Open Reaction Database (ORD), a public repository of structured organic reaction records. Task: describe an organic reaction: reactants, conditions, products, and yield Reactants: O=C(Cl)C1CCCC1, CC(C)(C)OC(=O)NC1CNc2ccccc2NC1=O, Cc1ccc2c(c1)NC(=O)C(NC(=O)OC(C)(C)C)CN2. The product is Cc1ccc2c(c1)NC(=O)C(NC(=O)OC(C)(C)C)CN2C(=O)C1CCCC1. As a reaction SMILES: [CH:1]1([C:6](=[O:7])[Cl:8])[CH2:2][CH2:3][CH2:4][CH2:5]1.[O:30]=[C:31]1[NH:32][c:33]2[cH:34][cH:35][cH:36][cH:37][c:38]2[NH:39][CH2:40][CH:41]1[NH:42][C:43]([O:44][C:45]([CH3:46])([CH3:47])[CH3:48])=[O:49].[O:9]=[C:10]1[CH:11]([NH:22][C:23](=[O:24])[O:25][C:26]([CH3:27])([CH3:28])[CH3:29])[CH2:12][NH:13][c:14]2[c:15]([cH:17][c:18]([CH3:21])[cH:19][cH:20]2)[NH:16]1>>[CH:1]1([C:6](=[O:7])[N:13]2[CH2:12][CH:11]([NH:22][C:23](=[O:24])[O:25][C:26]([CH3:27])([CH3:28])[CH3:29])[C:10](=[O:9])[NH:16][c:15]3[c:14]2[cH:20][cH:19][c:18]([CH3:21])[cH:17]3)[CH2:2][CH2:3][CH2:4][CH2:5]1. The reactants are CC(=O)[O-], CC(=O)O, Cc1cc(-c2cc(C(F)F)n3nccc3n2)ccc1Cl, ClI, [Na+], O. Yields the product Cc1cc(-c2cc(C(F)F)n3ncc(I)c3n2)ccc1Cl. Reaction SMILES: [CH3:22][C:23](=[O:24])[O-:25].[CH3:28][C:29](=[O:30])[OH:31].[Cl:1][c:2]1[c:3]([CH3:20])[cH:4][c:5](-[c:8]2[n:9][c:10]3[n:11]([c:12]([CH:14]([F:15])[F:16])[cH:13]2)[n:17][cH:18][cH:19]3)[cH:6][cH:7]1.[I:26][Cl:27].[Na+:21].[OH2:32]>>[Cl:1][c:2]1[c:3]([CH3:20])[cH:4][c:5](-[c:8]2[n:9][c:10]3[n:11]([c:12]([CH:14]([F:15])[F:16])[cH:13]2)[n:17][cH:18][c:19]3[I:26])[cH:6][cH:7]1. Starting materials: N1N=CC2=CC(=CC=C12)C1=NC2=CC=C(C=C2N=C1N([C@@H](C)C1=CC=CC=C1)C)C(=O)OC ((S)-methyl 2-(1H-indazol-5-yl)-3-(methyl(1-phenylethyl)amino)quinoxaline-6-carboxylate), [OH-].[Na+] (NaOH), O (water). Run in CO (methanol). Run at time 1 day. The product is N1N=CC2=CC(=CC=C12)C1=NC2=CC=C(C=C2N=C1N([C@@H](C)C1=CC=CC=C1)C)C(=O)O ((S)-2-(1H-indazol-5-yl)-3-(methyl(1-phenylethyl)amino)quinoxaline-6-carboxylic acid). Yield: 50.2%. Reaction SMILES: [NH:1]1[C:9]2[C:4](=[CH:5][C:6]([C:10]3[C:19]([N:20]([CH3:29])[C@H:21]([C:23]4[CH:28]=[CH:27][CH:26]=[CH:25][CH:24]=4)[CH3:22])=[N:18][C:17]4[C:12](=[CH:13][CH:14]=[C:15]([C:30]([O:32]C)=[O:31])[CH:16]=4)[N:11]=3)=[CH:7][CH:8]=2)[CH:3]=[N:2]1.[OH-].[Na+].O>CO>[NH:1]1[C:9]2[C:4](=[CH:5][C:6]([C:10]3[C:19]([N:20]([CH3:29])[C@H:21]([C:23]4[CH:28]=[CH:27][CH:26]=[CH:25][CH:24]=4)[CH3:22])=[N:18][C:17]4[C:12](=[CH:13][CH:14]=[C:15]([C:30]([OH:32])=[O:31])[CH:16]=4)[N:11]=3)=[CH:7][CH:8]=2)[CH:3]=[N:2]1 |f:1.2|. Reported procedure: To a solution of (S)-methyl 2-(1H-indazol-5-yl)-3-(methyl(1-phenylethyl)amino)quinoxaline-6-carboxylate (100 mg, 0.23 mmol) in methanol (20 mL) was added NaOH (37 mg, 0.93 mmol) and water (1 mL) with stirring for 1 day at room temperature. The resulting mixture was concentrated under vacuum, diluted with water (20 mL), and adjusted to pH 5 with HCl (3N). The product was precipitated from solution via the addition of water and collected by filtration to give (S)-2-(1H-indazol-5-yl)-3-(methyl(1-ph... Reactants: CC(C)(O)c1ccccc1Br, CN1CCC(=O)CC1, [Li]CCCC, C1CCOC1. Yields the product CN1CCC(O)(c2ccccc2C(C)(C)O)CC1. RXN SMILES: [Br:1][c:2]1[c:3]([C:8]([CH3:9])([CH3:10])[OH:11])[cH:4][cH:5][cH:6][cH:7]1.[CH3:17][N:18]1[CH2:19][CH2:20][C:21](=[O:24])[CH2:22][CH2:23]1.[Li:12][CH2:13][CH2:14][CH2:15][CH3:16].[O:25]1[CH2:26][CH2:27][CH2:28][CH2:29]1>>[c:2]1([C:21]2([OH:24])[CH2:20][CH2:19][N:18]([CH3:17])[CH2:23][CH2:22]2)[c:3]([C:8]([CH3:9])([CH3:10])[OH:11])[cH:4][cH:5][cH:6][cH:7]1. Starting materials: CCNC(=O)Nc1cc(-c2nc(-c3ccccc3)cs2)c(Br)cn1, O=C([O-])[O-], CCOC(=O)c1cncc(B2OC(C)(C)C(C)(C)O2)c1, [Cs+], [Cs+]. Yields the product CCNC(=O)Nc1cc(-c2nc(-c3ccccc3)cs2)c(-c2cncc(C(=O)OCC)c2)cn1. Reaction SMILES: [Br:1][c:2]1[c:3](-[c:14]2[s:15][cH:16][c:17](-[c:19]3[cH:20][cH:21][cH:22][cH:23][cH:24]3)[n:18]2)[cH:4][c:5]([NH:8][C:9](=[O:10])[NH:11][CH2:12][CH3:13])[n:6][cH:7]1.[C:45](=[O:46])([O-:47])[O-:48].[CH3:25][C:26]1([CH3:27])[C:28]([CH3:29])([CH3:30])[O:31][B:32]([c:33]2[cH:34][n:35][cH:36][c:37]([C:38](=[O:39])[O:40][CH2:41][CH3:42])[cH:43]2)[O:44]1.[Cs+:49].[Cs+:50]>>[c:2]1(-[c:33]2[cH:34][n:35][cH:36][c:37]([C:38](=[O:39])[O:40][CH2:41][CH3:42])[cH:43]2)[c:3](-[c:14]2[s:15][cH:16][c:17](-[c:19]3[cH:20][cH:21][cH:22][cH:23][cH:24]3)[n:18]2)[cH:4][c:5]([NH:8][C:9](=[O:10])[NH:11][CH2:12][CH3:13])[n:6][cH:7]1. Starting materials: Brc1ccccc1N1CCOCC1, CC(=O)[O-], Cl, [K+], O=C(NC1CN2CCC1CC2)c1cc2cccc(Br)c2s1, [Na+], [Na+], O=C([O-])[O-], CN(C)C=O. Yields the product Cl, O=C(NC1CN2CCC1CC2)c1cc2cccc(-c3ccccc3N3CCOCC3)c2s1. Reaction SMILES: [Br:1][c:2]1[c:3]([N:8]2[CH2:9][CH2:10][O:11][CH2:12][CH2:13]2)[cH:4][cH:5][cH:6][cH:7]1.[CH3:15][C:16](=[O:17])[O-:18].[ClH:19].[K+:14].[N:20]12[CH2:21][CH:22]([NH:28][C:29](=[O:30])[c:31]3[s:32][c:33]4[c:34]([cH:35]3)[cH:36][cH:37][cH:38][c:39]4[Br:40])[CH:23]([CH2:24][CH2:25]1)[CH2:26][CH2:27]2.[Na+:41].[Na+:42].[O-:43][C:44](=[O:45])[O-:46].[O:47]=[CH:48][N:49]([CH3:50])[CH3:51]>>[ClH:19].[c:2]1(-[c:39]2[c:33]3[s:32][c:31]([C:29]([NH:28][CH:22]4[CH2:21][N:20]5[CH2:25][CH2:24][CH:23]4[CH2:26][CH2:27]5)=[O:30])[cH:35][c:34]3[cH:36][cH:37][cH:38]2)[c:3]([N:8]2[CH2:9][CH2:10][O:11][CH2:12][CH2:13]2)[cH:4][cH:5][cH:6][cH:7]1. Reactants: [BH4-].[Li+] (Lithium borohydride), COC(=O)C=1C=CC2=C(N(S(CC2NC(CC(C2=CC=CC=C2)NS(=O)(=O)C2=CC3=CC=CC=C3C=C2)=O)(=O)=O)C)C1 (4-(3-(naphthalen-2-yl-sulfonylamino)-3-phenyl-propionylamino)-1-methyl-2,2-dioxo-1,2,3,4-tetrahydro-2λ6-benzo[c][1,2]thiazine-7-carboxylic acid methyl ester), CO (MeOH). The solvent is C1CCOC1 (THF). Conditions: temperature 50 celsius, time 20 hour. Yields the product OCC=1C=CC2=C(N(S(CC2NC(CC(C2=CC=CC=C2)NS(=O)(=O)C2=CC3=CC=CC=C3C=C2)=O)(=O)=O)C)C1 (N-(7-hydroxymethyl-1-methyl-2,2-dioxo-1,2,3,4-tetrahydro-2λ6-benzo[c][1,2]thiazin-4-yl)-3-(naphthalen-2-yl-sulfonylamino)-3-phenyl-propionamide). RXN SMILES: [BH4-].[Li+].C[O:4][C:5]([C:7]1[CH:8]=[CH:9][C:10]2[CH:15]([NH:16][C:17](=[O:40])[CH2:18][CH:19]([NH:26][S:27]([C:30]3[CH:39]=[CH:38][C:37]4[C:32](=[CH:33][CH:34]=[CH:35][CH:36]=4)[CH:31]=3)(=[O:29])=[O:28])[C:20]3[CH:25]=[CH:24][CH:23]=[CH:22][CH:21]=3)[CH2:14][S:13](=[O:42])(=[O:41])[N:12]([CH3:43])[C:11]=2[CH:44]=1)=O.CO>C1COCC1>[OH:4][CH2:5][C:7]1[CH:8]=[CH:9][C:10]2[CH:15]([NH:16][C:17](=[O:40])[CH2:18][CH:19]([NH:26][S:27]([C:30]3[CH:39]=[CH:38][C:37]4[C:32](=[CH:33][CH:34]=[CH:35][CH:36]=4)[CH:31]=3)(=[O:29])=[O:28])[C:20]3[CH:25]=[CH:24][CH:23]=[CH:22][CH:21]=3)[CH2:14][S:13](=[O:41])(=[O:42])[N:12]([CH3:43])[C:11]=2[CH:44]=1 |f:0.1|. Reported procedure: Lithium borohydride (10.0 mL, 20 mmol, 2.0 M in THF) was added to a THF (50 mL) solution of 4-(3-(naphthalen-2-yl-sulfonylamino)-3-phenyl-propionylamino)-1-methyl-2,2-dioxo-1,2,3,4-tetrahydro-2λ6-benzo[c][1,2]thiazine-7-carboxylic acid methyl ester (Step C) (1.76 g, 2.9 mmol). Following addition of MeOH (0.3 mL, 8 mmol), the mixture was stirred for 20 h at 50° C. The reaction was quenched with acetone, MeOH and dilute HCl at 0° C. The mixture was diluted with CH2Cl2 (400 mL), washed with H2O, dr... Reactants: Cl.NCC(=O)NC(C1=CC=CC=C1)C1=CC=C(C=C1)Cl (rac-2-amino-N-[(4-chloro-phenyl)-phenyl-methyl]-acetamide hydrochloride), C(#N)C1=CC=C(C(=O)O)C=C1 (4-cyanobenzoic acid). The product is ClC1=CC=C(C=C1)C(C1=CC=CC=C1)NC(=O)CNC(C1=CC=C(C=C1)C#N)=O (rac-N-({[(4-Chloro-phenyl)-phenyl-methyl]-carbamoyl}-methyl)-4-cyano-benzamide). As a reaction SMILES: Cl.[NH2:2][CH2:3][C:4]([NH:6][CH:7]([C:14]1[CH:19]=[CH:18][C:17]([Cl:20])=[CH:16][CH:15]=1)[C:8]1[CH:13]=[CH:12][CH:11]=[CH:10][CH:9]=1)=[O:5].[C:21]([C:23]1[CH:31]=[CH:30][C:26]([C:27](O)=[O:28])=[CH:25][CH:24]=1)#[N:22]>>[Cl:20][C:17]1[CH:18]=[CH:19][C:14]([CH:7]([NH:6][C:4]([CH2:3][NH:2][C:27](=[O:28])[C:26]2[CH:30]=[CH:31][C:23]([C:21]#[N:22])=[CH:24][CH:25]=2)=[O:5])[C:8]2[CH:13]=[CH:12][CH:11]=[CH:10][CH:9]=2)=[CH:15][CH:16]=1 |f:0.1|. Procedure details: Prepared in analogy to example 1.12 from rac-2-amino-N-[(4-chloro-phenyl)-phenyl-methyl]-acetamide hydrochloride (Example 3.1) and 4-cyanobenzoic acid.